This data is from the Open Reaction Database (ORD), a public repository of structured organic reaction records. The task is: describe an organic reaction: reactants, conditions, products, and yield Starting materials: CC(C)(C)c1csc(-c2cc3cc(CCCO)ccc3o2)n1, ClCCl, O=S(Cl)Cl. The product is CC(C)(C)c1csc(-c2cc3cc(CCCCl)ccc3o2)n1. As a reaction SMILES: [C:1]([CH3:2])([CH3:3])([CH3:4])[c:5]1[n:6][c:7](-[c:10]2[o:11][c:12]3[c:13]([cH:14]2)[cH:15][c:16]([CH2:19][CH2:20][CH2:21][OH:22])[cH:17][cH:18]3)[s:8][cH:9]1.[Cl:27][CH2:28][Cl:29].[S:23]([Cl:24])([Cl:25])=[O:26]>>[C:1]([CH3:2])([CH3:3])([CH3:4])[c:5]1[n:6][c:7](-[c:10]2[o:11][c:12]3[c:13]([cH:14]2)[cH:15][c:16]([CH2:19][CH2:20][CH2:21][Cl:25])[cH:17][cH:18]3)[s:8][cH:9]1. Reactants: ClC=1C=CC(=C(C=O)C1)O (5-chloro-2-hydroxy-benzaldehyde), C(C)OC(C(C)(C)Br)=O (2-bromo-2-methyl-propionic acid ethyl ester), C(=O)([O-])[O-].[K+].[K+] (K2CO3). The solvent is CN(C)C=O (DMF). Conditions: temperature 110 celsius. Yields the product COC(C(C)(C)OC1=C(C=C(C=C1)Cl)C=O)=O (2-(4-chloro-2-formyl-phenoxy)-2-methyl-propionic acid methyl ester). RXN SMILES: [Cl:1][C:2]1[CH:3]=[CH:4][C:5]([OH:10])=[C:6]([CH:9]=1)[CH:7]=[O:8].[CH2:11]([O:13][C:14](=[O:19])[C:15](Br)([CH3:17])[CH3:16])C.C([O-])([O-])=O.[K+].[K+]>CN(C=O)C>[CH3:11][O:13][C:14](=[O:19])[C:15]([O:10][C:5]1[CH:4]=[CH:3][C:2]([Cl:1])=[CH:9][C:6]=1[CH:7]=[O:8])([CH3:17])[CH3:16] |f:2.3.4|. Procedure: A mixture of 5-chloro-2-hydroxy-benzaldehyde (7 g, 45 mmol), 2-bromo-2-methyl-propionic acid ethyl ester (10.4 g, 58 mmol), K2CO3 (18.6 g, 135 mmol) and KI (0.97 g, 5.8 mmol) in DMF (20 mL) was heated at 110° C. for 3 h. Then the mixture was filtered and the filtrate was concentrated. The residue was used into next step reaction without further purification (7 g).